Dataset: the Open Reaction Database (ORD), a public repository of structured organic reaction records. Task: describe an organic reaction: reactants, conditions, products, and yield Reactants: [BH4-], COc1ccccc1N, CO, O=Cc1c[nH]cn1, [Na+], O. The product is COc1ccccc1NCc1cnc[nH]1. Reaction SMILES: [BH4-:17].[CH3:1][O:2][c:3]1[c:4]([NH2:5])[cH:6][cH:7][cH:8][cH:9]1.[CH3:20][OH:21].[CH:10](=[O:11])[c:12]1[n:13][cH:14][nH:15][cH:16]1.[Na+:18].[OH2:19]>>[CH3:1][O:2][c:3]1[c:4]([NH:5][CH2:10][c:12]2[nH:13][cH:14][n:15][cH:16]2)[cH:6][cH:7][cH:8][cH:9]1. The reactants are CC=1NC(=C(N1)C)C=1C=C(C(=O)O)C=CC1C (3-(2,4-dimethyl-1H-imidazol-5-yl)-4-methylbenzoic acid), IC1=C(N=C(N1)C(C)C)C (5-iodo-2-isopropyl-4-methyl-1H-imidazole), IC1=C(N=C(N1)C(C)C)C (5-iodo-2-isopropyl-4-methyl-1H-imidazole), IC1=C(N=C(N1)C)C (5-iodo-2,4-dimethyl-1H-imidazole), CC1=C(C=C(C(=O)OC)C=C1)B1OC(C(O1)(C)C)(C)C (Methyl 4-methyl-3-(4,4,5,5-tetramethyl-1,3,2-dioxaborolan-2-yl)benzoate), CC1=C(C(=O)OC)C=C(C(=C1)C)B1OC(C(O1)(C)C)(C)C (methyl 2,4-dimethyl-5-(4,4,5,5-tetramethyl-1,3,2-dioxaborolan-2-yl)benzoate), CC1=C(C(=O)OC)C=C(C(=C1)C)B1OC(C(O1)(C)C)(C)C (methyl 2,4-dimethyl-5-(4,4,5,5-tetramethyl-1,3,2-dioxaborolan-2-yl)benzoate). Yields the product C(C)(C)C=1NC(=C(N1)C)C=1C(=CC(=C(C(=O)O)C1)C)C (5-(2-Isopropyl-4-methyl-1H-imidazol-5-yl)-2,4-dimethylbenzoic acid). Reaction SMILES: CC1NC(C2C=C(C=CC=2C)C(O)=O)=C(C)N=1.I[C:19]1[NH:23][C:22]([CH:24]([CH3:26])[CH3:25])=[N:21][C:20]=1[CH3:27].IC1NC(C)=NC=1C.[CH3:36][C:37]1[CH:46]=[C:45]([CH3:47])[C:44](B2OC(C)(C)C(C)(C)O2)=[CH:43][C:38]=1[C:39]([O:41]C)=[O:40].CC1C=CC(C(OC)=O)=CC=1B1OC(C)(C)C(C)(C)O1>>[CH:24]([C:22]1[NH:23][C:19]([C:44]2[C:45]([CH3:47])=[CH:46][C:37]([CH3:36])=[C:38]([CH:43]=2)[C:39]([OH:41])=[O:40])=[C:20]([CH3:27])[N:21]=1)([CH3:26])[CH3:25]. Reported procedure: The title compound was prepared using standard chemical manipulations and procedures similar to those used for the preparation of compound 5.7, except 5-iodo-2-isopropyl-4-methyl-1H-imidazole (compound 159.2) was used in place of 5-iodo-2,4-dimethyl-1H-imidazole (compound 5.5) and methyl 2,4-dimethyl-5-(4,4,5,5-tetramethyl-1,3,2-dioxaborolan-2-yl)benzoate (compound 160.1) was used in place of methyl 4-methyl-3-(4,4,5,5-tetramethyl-1,3,2-dioxaborolan-2-yl)benzoate (compound 5.4). Starting materials: C1(=CC=CC=C1)N1N=CC=C1C1=NN(C=CC1=O)C=1C=NC=CC1 (3-(1-phenyl-1H-pyrazol-5-yl)-1-pyridin-3-ylpyridazin-4(1H)-one), C(C1=CC=CC=C1)Br (benzylbromide). The solvent is C(C)#N (acetonitrile). Run at time 24 hour. Product: C(C1=CC=CC=C1)N1CC(CCC1)N1N=C(C(C=C1)=O)C1=CC=NN1C1=CC=CC=C1 (1-(1-benzylpiperidin-3-yl)-3-(1-phenyl-1H-pyrazol-5-yl)pyridazin-4(1H)-one). As a reaction SMILES: [C:1]1([N:7]2[C:11]([C:12]3[C:17](=[O:18])[CH:16]=[CH:15][N:14]([C:19]4[CH:20]=[N:21][CH:22]=[CH:23][CH:24]=4)[N:13]=3)=[CH:10][CH:9]=[N:8]2)[CH:6]=[CH:5][CH:4]=[CH:3][CH:2]=1.[CH2:25](Br)[C:26]1[CH:31]=[CH:30][CH:29]=[CH:28][CH:27]=1>C(#N)C>[CH2:25]([N:21]1[CH2:22][CH2:23][CH2:24][CH:19]([N:14]2[CH:15]=[CH:16][C:17](=[O:18])[C:12]([C:11]3[N:7]([C:1]4[CH:2]=[CH:3][CH:4]=[CH:5][CH:6]=4)[N:8]=[CH:9][CH:10]=3)=[N:13]2)[CH2:20]1)[C:26]1[CH:31]=[CH:30][CH:29]=[CH:28][CH:27]=1. Procedure: To a solution of 3-(1-phenyl-1H-pyrazol-5-yl)-1-pyridin-3-ylpyridazin-4(1H)-one (500 mg) in acetonitrile (5 mL) was added benzylbromide (0.19 mL) at room temperature, and the mixture was heated under reflux for 5 hr. The reaction mixture was concentrated under reduced pressure, and the residue was diluted with ethyl acetate. The obtained solution was washed with water and saturated brine, dried over anhydrous sodium sulfate, and the solvent was evaporated under reduced pressure. The obtained res... The reactants are ClC=1C(N(C=C(N1)Cl)[C@H](CC)COC)=O (3,5-dichloro-1-[(1R)-1-(methoxymethyl)propyl]-2(1H)-pyrazinone), Cl.COC=1C=C2CCNC2=C(C1)C (5-methoxy-7-methylindoline hydrochloride). Yields the product ClC=1N=C(C(N(C1)[C@H](CC)COC)=O)N1CCC2=CC(=CC(=C12)C)OC (5-Chloro-3-(5-methoxy-7-methyl-2,3-dihydro-1H-indol-1-yl)-1-[(1R)-1-(methoxymethyl)propyl]-2(1H)-pyrazinone). RXN SMILES: Cl[C:2]1[C:3](=[O:15])[N:4]([C@@H:9]([CH2:12][O:13][CH3:14])[CH2:10][CH3:11])[CH:5]=[C:6]([Cl:8])[N:7]=1.Cl.[CH3:17][O:18][C:19]1[CH:20]=[C:21]2[C:25](=[C:26]([CH3:28])[CH:27]=1)[NH:24][CH2:23][CH2:22]2>>[Cl:8][C:6]1[N:7]=[C:2]([N:24]2[C:25]3[C:21](=[CH:20][C:19]([O:18][CH3:17])=[CH:27][C:26]=3[CH3:28])[CH2:22][CH2:23]2)[C:3](=[O:15])[N:4]([C@@H:9]([CH2:12][O:13][CH3:14])[CH2:10][CH3:11])[CH:5]=1 |f:1.2|. Reported procedure: Prepared in a similar fashion as described for Example 413 using 3,5-dichloro-1-[(1R)-1-(methoxymethyl)propyl]-2(1H)-pyrazinone and 5-methoxy-7-methylindoline hydrochloride as the starting materials. mp 62–64° C.; 1H NMR (300 MHz, CDCl3): δ 6.92 (s, 1 H), 6.67 (s, 1 H), 6.59 (d, J=2.2 Hz, 1 H), 5.02–4.92 (m, 1 H), 4.38 (t, J=7.7 Hz, 2 H), 3.79 (s, 3 H), 3.66 (dd, J=10.3, 5.5 Hz, 1 H), 3.56 (dd, J=10.6, 3.6 Hz, 1 H), 3.36 (s, 3 H), 3.04 (t, J=7.7 Hz, 2 H), 2.06 (s, 3 H), 1.90–1.70 (m, 2 H), 0.94 ...